Dataset: the Open Reaction Database (ORD), a public repository of structured organic reaction records. Task: describe an organic reaction: reactants, conditions, products, and yield Starting materials: CN=C=O, ClCCl, Cl[Cu], Cn1c2c(c3cc(O)ccc31)CCC21CCN(Cc2ccccc2)CC1. The product is CNC(=O)Oc1ccc2c(c1)c1c(n2C)C2(CC1)CCN(Cc1ccccc1)CC2. As a reaction SMILES: [CH3:27][N:28]=[C:29]=[O:30].[Cl:31][CH2:32][Cl:33].[Cl:34][Cu:35].[OH:1][c:2]1[cH:3][c:4]2[c:5]3[c:6]([n:7]([CH3:11])[c:8]2[cH:9][cH:10]1)[C:12]1([CH2:13][CH2:14]3)[CH2:15][CH2:16][N:17]([CH2:20][c:21]2[cH:22][cH:23][cH:24][cH:25][cH:26]2)[CH2:18][CH2:19]1>>[O:1]([c:2]1[cH:3][c:4]2[c:5]3[c:6]([n:7]([CH3:11])[c:8]2[cH:9][cH:10]1)[C:12]1([CH2:13][CH2:14]3)[CH2:15][CH2:16][N:17]([CH2:20][c:21]2[cH:22][cH:23][cH:24][cH:25][cH:26]2)[CH2:18][CH2:19]1)[C:29]([NH:28][CH3:27])=[O:30]. Starting materials: B(Br)(Br)Br (BBr3), B(Br)(Br)Br (BBr3), C(=O)(O)[O-].[Na+] (NaHCO3), COC1=C(C=CC=C1)C=1N=C(C2=C(N1)SC=C2C)N2CCN(CC2)C(=O)OCC(C)C (isobutyl 4-(2-(2-methoxyphenyl)-5-methylthieno[2,3-d]pyrimidin-4-yl)piperazine-1-carboxylate). The solvent is C(Cl)Cl (CH2Cl2), C(Cl)Cl (CH2Cl2), C(Cl)Cl (CH2Cl2). Run at time 1 hour. The product is OC1=C(C=CC=C1)C=1N=C(C2=C(N1)SC=C2C)N2CCN(CC2)C(=O)OCC(C)C (Isobutyl 4-(2-(2-hydroxyphenyl)-5-methylthieno[2,3-d]pyrimidin-4-yl)piperazine-1-carboxylate). Reaction SMILES: C[O:2][C:3]1[CH:8]=[CH:7][CH:6]=[CH:5][C:4]=1[C:9]1[N:10]=[C:11]([N:19]2[CH2:24][CH2:23][N:22]([C:25]([O:27][CH2:28][CH:29]([CH3:31])[CH3:30])=[O:26])[CH2:21][CH2:20]2)[C:12]2[C:17]([CH3:18])=[CH:16][S:15][C:13]=2[N:14]=1.B(Br)(Br)Br.C([O-])(O)=O.[Na+]>C(Cl)Cl>[OH:2][C:3]1[CH:8]=[CH:7][CH:6]=[CH:5][C:4]=1[C:9]1[N:10]=[C:11]([N:19]2[CH2:24][CH2:23][N:22]([C:25]([O:27][CH2:28][CH:29]([CH3:31])[CH3:30])=[O:26])[CH2:21][CH2:20]2)[C:12]2[C:17]([CH3:18])=[CH:16][S:15][C:13]=2[N:14]=1 |f:2.3|. Procedure details: A solution of isobutyl 4-(2-(2-methoxyphenyl)-5-methylthieno[2,3-d]pyrimidin-4-yl)piperazine-1-carboxylate (0.14 g, 0.32 mmol) in CH2Cl2 (2 mL) was cooled to −50° C., and a solution of BBr3 in CH2Cl2 (1 M, 0.96 mL, 0.96 mmol) was slowly added. After 1 h, additional BBr3 solution in CH2Cl2 (1 M, 0.96 mL, 0.96 mmol) was added to the reaction mixture. The reaction was allowed to gradually warm to room temperature over 2 h, and saturated aqueous NaHCO3 was slowly added. The organic layer was separat...